The task is: describe an organic reaction: reactants, conditions, products, and yield. This data is from the Open Reaction Database (ORD), a public repository of structured organic reaction records. Reactants: Oc1ccc(C2=CCCCCCC2)cc1, CCCCCC(Br)C(=O)OCC, CCO, [Na]. The product is CCCCCC(Oc1ccc(C2=CCCCCCC2)cc1)C(=O)OCC. Reaction SMILES: [C:2]1([c:10]2[cH:11][cH:12][c:13]([OH:16])[cH:14][cH:15]2)=[CH:3][CH2:4][CH2:5][CH2:6][CH2:7][CH2:8][CH2:9]1.[CH2:17]([CH3:18])[O:19][C:20]([CH:21]([CH2:22][CH2:23][CH2:24][CH2:25][CH3:26])[Br:27])=[O:28].[CH3:29][CH2:30][OH:31].[Na:1]>>[C:2]1([c:10]2[cH:11][cH:12][c:13]([O:16][CH:21]([C:20]([O:19][CH2:17][CH3:18])=[O:28])[CH2:22][CH2:23][CH2:24][CH2:25][CH3:26])[cH:14][cH:15]2)=[CH:3][CH2:4][CH2:5][CH2:6][CH2:7][CH2:8][CH2:9]1.